Dataset: the Open Reaction Database (ORD), a public repository of structured organic reaction records. Task: describe an organic reaction: reactants, conditions, products, and yield Starting materials: C(C)(C)(C)OC(=O)NC(COC1=NOC2=C1C=CC=C2)CO (3-(2-tert-butoxycarbonylamino-3-hydroxypropoxy)-1,2-benzoisoxazole), OC=1C=NC=CC1 (3-hydroxypyridine), C1(=CC=CC=C1)P(C1=CC=CC=C1)C1=CC=CC=C1 (triphenylphosphine), N(=NC(=O)OCC)C(=O)OCC (diethyl azodicarboxylate). Run in O1CCCC1 (tetrahydrofuran). Product: C(C)(C)(C)OC(=O)NC(COC1=NOC2=C1C=CC=C2)COC=2C=NC=CC2 (3-[2-tert-butoxycarbonylamino-3-(3-pyridyloxy)propoxy]-1,2-benzoisoxazole). Isolated yield 51.3%. RXN SMILES: [C:1]([O:5][C:6]([NH:8][CH:9]([CH2:21][OH:22])[CH2:10][O:11][C:12]1[C:16]2[CH:17]=[CH:18][CH:19]=[CH:20][C:15]=2[O:14][N:13]=1)=[O:7])([CH3:4])([CH3:3])[CH3:2].O[C:24]1[CH:25]=[N:26][CH:27]=[CH:28][CH:29]=1.C1(P(C2C=CC=CC=2)C2C=CC=CC=2)C=CC=CC=1.N(C(OCC)=O)=NC(OCC)=O>O1CCCC1>[C:1]([O:5][C:6]([NH:8][CH:9]([CH2:21][O:22][C:24]1[CH:25]=[N:26][CH:27]=[CH:28][CH:29]=1)[CH2:10][O:11][C:12]1[C:16]2[CH:17]=[CH:18][CH:19]=[CH:20][C:15]=2[O:14][N:13]=1)=[O:7])([CH3:4])([CH3:3])[CH3:2]. Procedure details: To a solution of 0.5 g of 3-(2-tert-butoxycarbonylamino-3-hydroxypropoxy)-1,2-benzoisoxazole in 5 ml of tetrahydrofuran are added 0.154 g of 3-hydroxypyridine, 0.553 g of triphenylphosphine and 0.33 ml of diethyl azodicarboxylate at room temperature with ice-cooling, and they are subjected to reaction at room temperature for eight hours. The solvent is removed from the reaction mixture by distillation under reduced pressure, and the residue obtained is purified by a silica gel column chromatogra... Starting materials: O1CCCC=C1 (dihydropyran), C1(=CC=C(C=C1)S(=O)(=O)[O-])C.[NH+]1=CC=CC=C1 (pyridinium p-toluenesulfonate), SC1=CC=C(C=C1)B(O)O (4-mercaptophenylboronic acid). The solvent is C(Cl)Cl (DCM). Run at time 8 hour. Product: O1C(CCCC1)SC1=CC=C(C=C1)B(O)O (4-(Tetrahydro-pyran-2-ylsulfanyl)-phenyl-boronic acid). As a reaction SMILES: [SH:1][C:2]1[CH:7]=[CH:6][C:5]([B:8]([OH:10])[OH:9])=[CH:4][CH:3]=1.[O:11]1[CH:16]=[CH:15][CH2:14][CH2:13][CH2:12]1.C1(C)C=CC(S([O-])(=O)=O)=CC=1.[NH+]1C=CC=CC=1>C(Cl)Cl>[O:11]1[CH2:16][CH2:15][CH2:14][CH2:13][CH:12]1[S:1][C:2]1[CH:7]=[CH:6][C:5]([B:8]([OH:10])[OH:9])=[CH:4][CH:3]=1 |f:2.3|. Reported procedure: To a stirred mixture of 4-mercaptophenylboronic acid (20.7 mg, 0.135 mmol) in DCM (2.00 mL) was added dihydropyran (0.06140 mL, 0.6730 mmol) and pyridinium p-toluenesulfonate (3.38 mg, 0.0135 mmol) at 0° C. The resulting mixture was then stirred at rt overnight. Solvent was then removed under reduced pressure to give crude product which was used for next step without further purification. Reactants: CCCCOC(=O)C(Cc1ccc(O)cc1)NC(=O)C1(NC(=O)C(SC(C)=O)C(C)C)CCCC1, CO, Cl, [Na+], [OH-]. Product: CCCCOC(=O)C(Cc1ccc(O)cc1)NC(=O)C1(NC(=O)C(S)C(C)C)CCCC1. As a reaction SMILES: [CH2:1]([CH2:2][CH2:3][CH3:4])[O:5][C:6]([CH:7]([NH:8][C:9](=[O:10])[C:11]1([NH:16][C:17]([CH:18]([CH:19]([CH3:20])[CH3:21])[S:22][C:23](=[O:24])[CH3:25])=[O:26])[CH2:12][CH2:13][CH2:14][CH2:15]1)[CH2:27][c:28]1[cH:29][cH:30][c:31]([OH:34])[cH:32][cH:33]1)=[O:35].[CH3:39][OH:40].[ClH:38].[Na+:37].[OH-:36]>>[CH2:1]([CH2:2][CH2:3][CH3:4])[O:5][C:6]([CH:7]([NH:8][C:9](=[O:10])[C:11]1([NH:16][C:17]([CH:18]([CH:19]([CH3:20])[CH3:21])[SH:22])=[O:26])[CH2:12][CH2:13][CH2:14][CH2:15]1)[CH2:27][c:28]1[cH:29][cH:30][c:31]([OH:34])[cH:32][cH:33]1)=[O:35]. The reactants are 5.7-g, CN=C=O (methyl isocyanate), C(C)(=O)NNC1=CC=CC=C1 (1-acetyl-2-phenyl-hydrazine). The reagents and catalysts are C(C)N(CC)CC (triethylamine). The solvent is ClCCl (dichloromethane). Conditions: temperature 25 celsius, time 2 hour. Product: C(C)(=O)NN(C(=O)NC)C1=CC=CC=C1 (1-acetyl-2-phenyl-4-methyl semicarbazide). As a reaction SMILES: [CH3:1][N:2]=[C:3]=[O:4].[C:5]([NH:8][NH:9][C:10]1[CH:15]=[CH:14][CH:13]=[CH:12][CH:11]=1)(=[O:7])[CH3:6]>C(N(CC)CC)C.ClCCl>[C:5]([NH:8][N:9]([C:10]1[CH:15]=[CH:14][CH:13]=[CH:12][CH:11]=1)[C:3]([NH:2][CH3:1])=[O:4])(=[O:7])[CH3:6]. Procedure details: A 5.7-g (0.1-mol) sample of methyl isocyanate was added dropwise to a solution of 15.0 g (0.1 mol) 1-acetyl-2-phenyl-hydrazine and 2 drops triethylamine in 200 ml dichloromethane. The resulting reaction mixture was stirred for 2 hours at about 25° C., refluxed for about 16 hours and evaporated under reduced pressure to give 21 g of crude 1-acetyl-2-phenyl-4-methyl semicarbazide, as a yellow solid. Starting materials: BrC=1C=CC2=C(C=3SC(=CC3CCO2)C2=NC=NN2C2=C(C=C(C=C2)F)F)C1 (5-(9-bromo-4,5-dihydro-6-oxa-1-thia-benzo[e]azulen-2-yl)-1-(2,4-difluoro-phenyl)-1H-[1,2,4]triazole), F[B-](F)(F)F.C(CCC)P(CCCC)CCCC (tributyl phosphine tetrafluoroborate), CO (methanol), N12CCCCCC2=NCCC1 (1,8-diazabicyclo[5.4.0]undec-7-ene), C1CCOC1 (THF). The reagents and catalysts are catalyst, [C-]#[O+].[C-]#[O+].[C-]#[O+].[C-]#[O+].[C-]#[O+].[C-]#[O+].[Mo] (molybdenum hexacarbonyl). Solvent: ClCCl (dichloromethane). Conditions: temperature 130 celsius. Yields the product methyl ester, COC(=O)C=1C=CC2=C(C=3SC(=CC3CCO2)C=2N(N=CN2)C2=C(C=C(C=C2)F)F)C1 (2-[2-(2,4-difluoro-phenyl)-2H-[1,2,4]triazol-3-yl]-4,5-dihydro-6-oxa-1-thia-benzo[e]azulene-9-carboxylic acid methyl ester). Reaction SMILES: Br[C:2]1[CH:3]=[CH:4][C:5]2[O:14][CH2:13][CH2:12][C:11]3[CH:10]=[C:9]([C:15]4[N:19]([C:20]5[CH:25]=[CH:24][C:23]([F:26])=[CH:22][C:21]=5[F:27])[N:18]=[CH:17][N:16]=4)[S:8][C:7]=3[C:6]=2[CH:28]=1.F[B-](F)(F)F.C(P(CCCC)CCCC)CCC.C[OH:48].N12CCCN=C1CCCCC2.C1[CH2:64][O:63][CH2:62]C1>ClCCl.[C-]#[O+].[C-]#[O+].[C-]#[O+].[C-]#[O+].[C-]#[O+].[C-]#[O+].[Mo]>[CH3:62][O:63][C:64]([C:2]1[CH:3]=[CH:4][C:5]2[O:14][CH2:13][CH2:12][C:11]3[CH:10]=[C:9]([C:15]4[N:19]([C:20]5[CH:25]=[CH:24][C:23]([F:26])=[CH:22][C:21]=5[F:27])[N:18]=[CH:17][N:16]=4)[S:8][C:7]=3[C:6]=2[CH:28]=1)=[O:48] |f:1.2,7.8.9.10.11.12.13|. Procedure details: A mixture of 5-(9-bromo-4,5-dihydro-6-oxa-1-thia-benzo[e]azulen-2-yl)-1-(2,4-difluoro-phenyl)-1H-[1,2,4]triazole (847 mg), molybdenum hexacarbonyl (485 mg), Herman's catalyst (173 mg), tributyl phosphine tetrafluoroborate (106 mg), methanol (8 ml), THF (8 ml), and 1,8-diazabicyclo[5.4.0]undec-7-ene (0.82 mL) was heated in the microwave at 130° C. for 30 minutes. The reaction mixture was cooled, and then diluted with dichloromethane, washed with water, dried (MgSO4) and the solvent removed in vac...